This data is from the Open Reaction Database (ORD), a public repository of structured organic reaction records. The task is: describe an organic reaction: reactants, conditions, products, and yield Reactants: CN1C=C(C(C2=CC=CC=C12)=O)S(=O)(=O)Cl (1-methyl-4-oxo-1,4-dihydroquinoline-3-sulphonyl chloride), CN (methylamine). Reaction conditions: time 1 hour. Product: CN1C=C(C(C2=CC=CC=C12)=O)S(=O)(=O)NC (1,N-dimethyl-4-oxo-1,4-dihydroquinoline-3-sulphonamide). As a reaction SMILES: [CH3:1][N:2]1[C:11]2[C:6](=[CH:7][CH:8]=[CH:9][CH:10]=2)[C:5](=[O:12])[C:4]([S:13](Cl)(=[O:15])=[O:14])=[CH:3]1.[CH3:17][NH2:18]>>[CH3:1][N:2]1[C:11]2[C:6](=[CH:7][CH:8]=[CH:9][CH:10]=2)[C:5](=[O:12])[C:4]([S:13]([NH:18][CH3:17])(=[O:15])=[O:14])=[CH:3]1. Reported procedure: A mixture of 1-methyl-4-oxo-1,4-dihydroquinoline-3-sulphonyl chloride (3.56 g) and aqueous methylamine (30% w/v; 100 ml) was stirred at room temperature for 1 hour. The precipitated solid was filtered off, washed with water and crystallised from aqueous acetic acid to give the compound 1,N-dimethyl-4-oxo-1,4-dihydroquinoline-3-sulphonamide, m.p. 248°-250°.